Task: describe an organic reaction: reactants, conditions, products, and yield. Dataset: the Open Reaction Database (ORD), a public repository of structured organic reaction records The reactants are N([C@H](CCCNC(N[N+](=O)[O-])=N)C(=O)O)C(=O)OCC1=CC=CC=C1 (Z-D-Arg(NO2)-OH), N[C@@H](CC1=CC=CC=C1)C(=O)OC(C)(C)C (H-Phe-OtBu), C1CCC(CC1)N=C=NC2CCCCC2 (DCC), C=1C=CC2=C(C1)N=NN2O (HOBt). Run in CN(C)C=O (DMF). The product is N([C@H](CCCNC(N[N+](=O)[O-])=N)C(=O)N[C@@H](CC1=CC=CC=C1)C(=O)OC(C)(C)C)C(=O)OCC1=CC=CC=C1 (Z-D-Arg(NO2)-Phe-OtBu). RXN SMILES: [NH:1]([C:16]([O:18][CH2:19][C:20]1[CH:25]=[CH:24][CH:23]=[CH:22][CH:21]=1)=[O:17])[C@@H:2]([C:13]([OH:15])=O)[CH2:3][CH2:4][CH2:5][NH:6][C:7](=[NH:12])[NH:8][N+:9]([O-:11])=[O:10].[NH2:26][C@H:27]([C:35]([O:37][C:38]([CH3:41])([CH3:40])[CH3:39])=[O:36])[CH2:28][C:29]1[CH:34]=[CH:33][CH:32]=[CH:31][CH:30]=1.C1CCC(N=C=NC2CCCCC2)CC1.C1C=CC2N(O)N=NC=2C=1>CN(C=O)C>[NH:1]([C:16]([O:18][CH2:19][C:20]1[CH:25]=[CH:24][CH:23]=[CH:22][CH:21]=1)=[O:17])[C@@H:2]([C:13]([NH:26][C@H:27]([C:35]([O:37][C:38]([CH3:41])([CH3:40])[CH3:39])=[O:36])[CH2:28][C:29]1[CH:34]=[CH:33][CH:32]=[CH:31][CH:30]=1)=[O:15])[CH2:3][CH2:4][CH2:5][NH:6][C:7](=[NH:12])[NH:8][N+:9]([O-:11])=[O:10]. Reported procedure: Equimolar quantities of Z-D-Arg(NO2)-OH and H-Phe-OtBu were dissolved in DMF and coupled by adding DCC and HOBt under the conditions described in Example 1(2), DCU was filtered off, and the organic EtOAc layer of the filtrate was then extracted successively with acid, base and water, dried and crystallized from EtOAc-hexane mixture. The peptide subsequently purified with the aid of an SiO2 column has an Rf of 0.52 in To/EtOH (4:1). The reactants are COC1=C(SC=C1)OC (dimethoxythiophene), ClCC(CO)O (3-chloro-1,2-propanediol), C1(=CC=C(C=C1)S(=O)(=O)O)C (p-toluenesulfonic acid). Run in C1(=CC=CC=C1)C (toluene). Product: ClCC1COC=2C(O1)=CSC2 (2-(chloromethyl)-2,3-dihydrothieno[3,4-b][1,4]dioxine). As a reaction SMILES: CO[C:3]1[CH:7]=[CH:6][S:5][C:4]=1OC.[Cl:10][CH2:11][CH:12]([OH:15])[CH2:13][OH:14].C1(C)C=CC(S(O)(=O)=O)=CC=1>C1(C)C=CC=CC=1>[Cl:10][CH2:11][CH:12]1[O:15][C:3]2=[CH:4][S:5][CH:6]=[C:7]2[O:14][CH2:13]1. Procedure details: Under a nitrogen atmosphere in a 500 mL round bottom flask equipped with a reflux condenser, 20.0 g (0.139 mol) dimethoxythiophene, 17.8 g (0.161 mol) 3-chloro-1,2-propanediol, and 5 g p-toluenesulfonic acid was dissolved in 350 mL toluene. The reaction was then heated to ˜90 C overnight. At this time TLC indicated consumption of starting material. After cooling the reaction mixture was concentrated to ˜100 mL and poured into saturated potassium carbonate solution. The mixture was extracted with...